This data is from the Open Reaction Database (ORD), a public repository of structured organic reaction records. The task is: describe an organic reaction: reactants, conditions, products, and yield Reactants: Cl.N[C@@H]1CC[C@H](CC1)O (trans-4-aminocyclohexanol hydrochloride), [OH-].[Na+] (sodium hydroxide), [OH-].[Na+] (sodium hydroxide), ClCC(=O)Cl (chloroacetyl chloride). The solvent is O (water). Yields the product ClCC(=O)N[C@@H]1CC[C@H](CC1)O (trans-2-Chloro-N-(4-hydroxycyclohexyl)-acetamide). RXN SMILES: Cl.[NH2:2][C@H:3]1[CH2:8][CH2:7][C@H:6]([OH:9])[CH2:5][CH2:4]1.[OH-].[Na+].[Cl:12][CH2:13][C:14](Cl)=[O:15]>O>[Cl:12][CH2:13][C:14]([NH:2][C@H:3]1[CH2:8][CH2:7][C@H:6]([OH:9])[CH2:5][CH2:4]1)=[O:15] |f:0.1,2.3|. Procedure: 15.1 g. (0.1 mole) trans-4-aminocyclohexanol hydrochloride are suspended in 100 ml. water and adjusted to a pH of 12.5 by the addition of 50 ml. 2N aqueous sodium hydroxide solution. 9.5 ml. (0.12 mole) chloroacetyl chloride are then added dropwise thereto and the pH maintained at 12 to 12.5 by the simultaneous dropwise addition of 2N aqueous sodium hydroxide solution. After the end of the reaction, the reaction mixture is extracted with n-butanol and the organic phase is distilled off in a vacu...